Dataset: the Open Reaction Database (ORD), a public repository of structured organic reaction records. Task: describe an organic reaction: reactants, conditions, products, and yield Reactants: solid, ClC1=CC(=C(C=C1)C1=NC2=C(N1CC1=CC=C(C=C1)CCC(=O)O)C=C(C(=C2)F)F)OCC2CCCC2 (3-{4-[2-(4-Chloro-2-cyclopentylmethoxy-phenyl)-5,6-difluoro-benzoimidazol-1-ylmethyl]-phenyl}-propionic acid), BrC1=C(C=CC(=C1)Cl)C1=NC2=C(N1)C=CC=C2 (2-(2-bromo-4-chloro-phenyl)-1H-benzoimidazole), BrCC1CCCCC1 (bromomethyl-cyclohexane). The product is BrC1=C(C=CC(=C1)Cl)C1=NC2=C(N1CC1CCCCC1)C=CC=C2 (2-(2-Bromo-4-chloro-phenyl)-1-cyclohexylmethyl-1H-benzoimidazole). RXN SMILES: [Cl:1][C:2]1[CH:7]=[CH:6][C:5]([C:8]2[N:12]([CH2:13][C:14]3[CH:19]=[CH:18][C:17](CCC(O)=O)=[CH:16][CH:15]=3)[C:11]3[CH:25]=[C:26](F)[C:27](F)=[CH:28][C:10]=3[N:9]=2)=[C:4](OCC2CCCC2)[CH:3]=1.[Br:38]C1C=C(Cl)C=CC=1C1NC2C=CC=CC=2N=1.BrCC1CCCCC1>>[Br:38][C:4]1[CH:3]=[C:2]([Cl:1])[CH:7]=[CH:6][C:5]=1[C:8]1[N:12]([CH2:13][CH:14]2[CH2:19][CH2:18][CH2:17][CH2:16][CH2:15]2)[C:11]2[CH:25]=[CH:26][CH:27]=[CH:28][C:10]=2[N:9]=1. Procedure: The title compound was prepared in analogy to Example 19, intermediate b, from 2-(2-bromo-4-chloro-phenyl)-1H-benzoimidazole and bromomethyl-cyclohexane (CAS Reg. No. 2550-36-9). Colorless solid (95%). MS (Turbo Spray): m/z=404.2 (M+H). The reactants are C(C)(C)(C)OC(=O)N([C@]1([C@@H](C1)C=C)C(=O)OCC)C(=O)OC(C)(C)C ((1R,2S)-ethyl 1-(bis(tert-butoxycarbonyl)amino)-2-vinylcyclopropane carboxylate), B1(OO1)[O-].O.O.O.O.[Na+] (sodium perborate tetrahydrate). Solvent: O1CCCC1 (tetrahydrofuran), C(C)(=O)OCC (ethyl acetate), O (water), O (water). Reaction conditions: temperature -15 celsius, time 2 hour. Yields the product C(C)(C)(C)OC(=O)N([C@]1([C@@H](C1)CCO)C(=O)OCC)C(=O)OC(C)(C)C ((1R,2S)-ethyl 1-(bis(tert-butoxycarbonyl)amino)-2-(2-hydroxyethyl)cyclopropanecarboxylate). Isolated yield 66.0%. RXN SMILES: [C:1]([O:5][C:6]([N:8]([C:19]([O:21][C:22]([CH3:25])([CH3:24])[CH3:23])=[O:20])[C@:9]1([C:14]([O:16][CH2:17][CH3:18])=[O:15])[CH2:11][C@H:10]1[CH:12]=[CH2:13])=[O:7])([CH3:4])([CH3:3])[CH3:2].B1([O-])O[O:27]1.O.O.O.O.[Na+]>O1CCCC1.C(OCC)(=O)C.O>[C:1]([O:5][C:6]([N:8]([C:19]([O:21][C:22]([CH3:24])([CH3:23])[CH3:25])=[O:20])[C@:9]1([C:14]([O:16][CH2:17][CH3:18])=[O:15])[CH2:11][C@H:10]1[CH2:12][CH2:13][OH:27])=[O:7])([CH3:4])([CH3:2])[CH3:3] |f:1.2.3.4.5.6|. Procedure details: To (1R,2S)-ethyl 1-(tert-butoxycarbonylamino)-2-vinylcyclopropanecarboxylate (10 g, 39.2 mmol) and Boc anhydride (22.73 mL, 98 mmol) dissolved in tetrahydrofuran (25 mL) at room temperature was added portionwise DMAP (3.83 g, 31.3 mmol) and the mixture was stirred for 3 h. The mixture was quenched with water and extracted with ethyl acetate. The organic layer was washed with 0.1 N HCl followed by saturated aqueous sodium chloride solution, separated, dried over anhydrous magnesium sulfate, filte... Reactants: C1(CC1)C(=O)C1=CC(=CC=C1)[N+](=O)[O-] (cyclopropyl-(3-nitrophenyl)methanone), 45, [H][H] (hydrogen). Reagents/catalysts: [Pd] (palladium on carbon). Run in CO (methanol). Product: C1(CC1)C(=O)C1=CC(=CC=C1)N (Cyclopropyl-(3-aminophenyl)methanone). Reaction SMILES: [CH:1]1([C:4]([C:6]2[CH:11]=[CH:10][CH:9]=[C:8]([N+:12]([O-])=O)[CH:7]=2)=[O:5])[CH2:3][CH2:2]1.[H][H]>[Pd].CO>[CH:1]1([C:4]([C:6]2[CH:11]=[CH:10][CH:9]=[C:8]([NH2:12])[CH:7]=2)=[O:5])[CH2:2][CH2:3]1. Procedure details: A Parr hydrogenation tube is charged with palladium on carbon (0.030 g). cyclopropyl-(3-nitrophenyl)methanone of Preparation 45 (0.250 g) and 10 mL of methanol. The tube is shaken at room temperature under 40 psi of hydrogen overnight. The reaction mixture is then filtered through Celite and concentrated to give 0.207 g of the title product which is used without further purification. Starting materials: C(C)(C)(C)C1=CC(=C(C(C(=O)O)O)C(=C1)C)C (4-tert-butyl-2,6-dimethylmandelic acid), C(C)(=O)O.C(C)(C)(C)C1=CC(=C(C(C(=O)O)O)C(=C1)C)C (4-tert-butyl-2,6-dimethylmandelic acid acetate), Cl (hydrochloric acid), red phosphorus. The solvent is C(C)(=O)O (acetic acid). Conditions: temperature 100 celsius. Yields the product C(C)(C)(C)C1=CC(=C(C(=C1)C)CC(=O)O)C (4-tert-Butyl-2,6-dimethylphenylacetic acid). Yield: 86.0%. RXN SMILES: [C:1]([C:5]1[CH:15]=[C:14]([CH3:16])[C:8]([CH:9](O)[C:10]([OH:12])=[O:11])=[C:7]([CH3:17])[CH:6]=1)([CH3:4])([CH3:3])[CH3:2].C(O)(=O)C.C(C1C=C(C)C(C(O)C(O)=O)=C(C)C=1)(C)(C)C.Cl>C(O)(=O)C>[C:1]([C:5]1[CH:6]=[C:7]([CH3:17])[C:8]([CH2:9][C:10]([OH:12])=[O:11])=[C:14]([CH3:16])[CH:15]=1)([CH3:4])([CH3:3])[CH3:2] |f:1.2|. Procedure: A mixture of 2.89 g of 4-tert-butyl-2,6-dimethylmandelic acid and 7.75 g of 4-tert-butyl-2,6-dimethylmandelic acid acetate, 4.5 g of 37% strength hydrochloric acid, 1.86 g of red phosphorus and 0.66 g of KI in 30 ml of glacial acetic acid is heated at 100° C. for 16 hours. Excess phosphorus is filtered off with suction and washed three times with in each case 10 ml of glacial acetic acid. The filtrate is substantially concentrated on a rotary evaporator at a bath temperature of 50° C./60 mbar. T... The reactants are ClCCl, CO, Cl, [Na+], C1CCOC1, [OH-], O, CC(C)c1nc(N(C)S(C)(=O)=O)nc(-c2ccc(F)cc2)c1C=CC(O)CC(=O)OC(c1ccccc1)C(O)(c1ccccc1)c1ccccc1. The product is CC(C)c1nc(N(C)S(C)(=O)=O)nc(-c2ccc(F)cc2)c1C=CC(O)CC(=O)O. As a reaction SMILES: [CH2:54]([Cl:55])[Cl:56].[CH3:63][OH:64].[ClH:57].[Na+:53].[O:58]1[CH2:59][CH2:60][CH2:61][CH2:62]1.[OH-:52].[OH2:65].[OH:1][C:2]([c:3]1[cH:4][cH:5][cH:6][cH:7][cH:8]1)([c:9]1[cH:40][cH:41][cH:42][cH:43][cH:44]1)[CH:45]([O:10][C:11]([CH2:12][CH:13]([CH:14]=[CH:15][c:16]1[c:17](-[c:31]2[cH:32][cH:33][c:34]([F:37])[cH:35][cH:36]2)[n:18][c:19]([N:25]([S:26](=[O:27])(=[O:28])[CH3:29])[CH3:30])[n:20][c:21]1[CH:22]([CH3:23])[CH3:24])[OH:38])=[O:39])[c:46]1[cH:47][cH:48][cH:49][cH:50][cH:51]1>>[O:10]=[C:11]([CH2:12][CH:13]([CH:14]=[CH:15][c:16]1[c:17](-[c:31]2[cH:32][cH:33][c:34]([F:37])[cH:35][cH:36]2)[n:18][c:19]([N:25]([S:26](=[O:27])(=[O:28])[CH3:29])[CH3:30])[n:20][c:21]1[CH:22]([CH3:23])[CH3:24])[OH:38])[OH:39].